From a dataset of the Open Reaction Database (ORD), a public repository of structured organic reaction records. describe an organic reaction: reactants, conditions, products, and yield The reactants are 1′-bis(diphenylphosphino)ferrocene palladium(II)dichloride, ClCCl (dichloromethane), BrC=1C(=C(C(=O)OC)C=CC1)F (methyl 3-bromo-2-fluorobenzoate), NC1=CC=C(C=C1)B(O)O ((4-aminophenyl)boronic acid), C(=O)([O-])[O-].[Na+].[Na+] (Na2CO3), complex. The solvent is C(OC)COC (dimethoxyethane), O (water). Conditions: temperature 85 celsius. Product: NC1=CC=C(C=C1)C1=C(C(=CC=C1)C(=O)OC)F (methyl 4′-amino-2-fluorobiphenyl-3-carboxylate). As a reaction SMILES: Br[C:2]1[C:3]([F:12])=[C:4]([CH:9]=[CH:10][CH:11]=1)[C:5]([O:7][CH3:8])=[O:6].[NH2:13][C:14]1[CH:19]=[CH:18][C:17](B(O)O)=[CH:16][CH:15]=1.C([O-])([O-])=O.[Na+].[Na+].ClCCl>C(COC)OC.O>[NH2:13][C:14]1[CH:19]=[CH:18][C:17]([C:2]2[CH:11]=[CH:10][CH:9]=[C:4]([C:5]([O:7][CH3:8])=[O:6])[C:3]=2[F:12])=[CH:16][CH:15]=1 |f:2.3.4|. Procedure: To a solution of Example 223A (3.1 g, 13 mmol) in dimethoxyethane (25 mL) was added (4-aminophenyl)boronic acid (2.77 g, 16 mmol) and Na2CO3 (3.38 g, 31.2 mmol) in water (6 mL) followed by 1′-bis(diphenylphosphino)ferrocene-palladium(II)dichloride:dichloromethane:complex (652 mg, 0.8 mmol). The mixture was heated to 85° C. for 10 hours. After cooling to room temperature, the reaction mixture was partitioned between water and ethyl acetate. The organic phase was washed with water followed by brin... Starting materials: FC(C=1C=C(C=O)C=CC1)(F)F (3-(trifluoromethyl)benzaldehyde), CC(C(C(=O)N[C@H]1CC[C@@H]2CNC[C@@H]21)C2=CC=CC=C2)C (3-Methyl-N-[(3aR,4S,6aS)-octahydrocyclopenta[c]pyrrol-4-yl]-2-phenylbutanamide), C1(CCCCC1)C(C(=O)N[C@H]1CC[C@H]2CNC[C@H]21)C2CCCCC2 (2,2-dicyclohexyl-N-[(3aS,4S,6aR)-octahydrocyclopenta[c]pyrrol-4-yl]acetamide). Yields the product C1(CCCCC1)CN1C[C@@H]2[C@H](C1)[C@H](CC2)NC(C(C(C)C)C2=CC=CC=C2)=O (N-[(3aR,4S,6aS)-2-(cyclohexylmethyl)octahydrocyclopenta[c]pyrrol-4-yl]-3-methyl-2-phenylbutanamide). RXN SMILES: F[C:2](F)(F)[C:3]1[CH:4]=[C:5]([CH:8]=[CH:9][CH:10]=1)C=O.[CH3:13][CH:14]([CH3:33])[CH:15]([C:27]1[CH:32]=[CH:31][CH:30]=[CH:29][CH:28]=1)[C:16]([NH:18][C@@H:19]1[C@@H:26]2[C@@H:22]([CH2:23][NH:24][CH2:25]2)[CH2:21][CH2:20]1)=[O:17].C1(C(C2CCCCC2)C(N[C@@H]2[C@H]3[C@H](CNC3)CC2)=O)CCCCC1>>[CH:3]1([CH2:2][N:24]2[CH2:25][C@@H:26]3[C@@H:19]([NH:18][C:16](=[O:17])[CH:15]([C:27]4[CH:28]=[CH:29][CH:30]=[CH:31][CH:32]=4)[CH:14]([CH3:33])[CH3:13])[CH2:20][CH2:21][C@@H:22]3[CH2:23]2)[CH2:4][CH2:5][CH2:8][CH2:9][CH2:10]1. Reported procedure: The title compound was prepared by substituting cyclohexanecarbaldehyde for 3-(trifluoromethyl)benzaldehyde and 3-methyl-N-[(3aR,4S,6aS)-octahydrocyclopenta[c]pyrrol-4-yl]-2-phenylbutanamide from Step A for 2,2-dicyclohexyl-N-[(3aS,4S,6aR)-octahydrocyclopenta[c]pyrrol-4-yl]acetamide in the procedure described for Example 54: 1H NMR (500 MHz, pyridine-d5) δ ppm 8.57 (dd, J=7.0, 10.9, 1H), 7.64 (dd, J=4.9, 7.0, 2H), 7.34 (t, J=7.6, 2H), 7.25 (t, J=7.4, 1H), 4.37-4.28 (m, 1H), 3.23 (d, J=10.4, 1H),...